From a dataset of the Open Reaction Database (ORD), a public repository of structured organic reaction records. describe an organic reaction: reactants, conditions, products, and yield Reactants: CCN(C(C)C)C(C)C, CCCCO, Clc1ccnc2ncnn12, OCC1CCCN1. Yields the product OCC1CCCN1c1ccnc2ncnn12. Reaction SMILES: [CH2:18]([N:19]([CH:20]([CH3:21])[CH3:22])[CH:23]([CH3:24])[CH3:25])[CH3:26].[CH2:27]([OH:28])[CH2:29][CH2:30][CH3:31].[Cl:8][c:9]1[cH:10][cH:11][n:12][c:13]2[n:14]1[n:15][cH:16][n:17]2.[NH:1]1[CH:2]([CH2:3][OH:4])[CH2:5][CH2:6][CH2:7]1>>[N:1]1([c:9]2[cH:10][cH:11][n:12][c:13]3[n:14]2[n:15][cH:16][n:17]3)[CH:2]([CH2:3][OH:4])[CH2:5][CH2:6][CH2:7]1. Starting materials: CC1=CC=CC=2C(C3=C(C=CC21)C=CC=C3)=CCCN3C(C=2C(C3=O)=CC=CC2)=O (1-methyl-5-(3-phthalimidopropylidene)-5H-dibenzo [a,d]cycloheptene), O.NN (hydrazine hydrate), Cl (hydrochloric acid). Run in C(C)O (ethanol). Product: CC1=CC=CC=2C(C3=C(C=CC21)C=CC=C3)=CCCN(C)C (1-methyl-5-(3-dimethylaminopropylidene)-5H-dibenzo[a,d]cycloheptene). As a reaction SMILES: [CH3:1][C:2]1[C:12]2[CH:11]=[CH:10][C:9]3[CH:13]=[CH:14][CH:15]=[CH:16][C:8]=3[C:7](=[CH:17][CH2:18][CH2:19][N:20]3[C:24](=O)C4=CC=CC=C4[C:21]3=O)[C:6]=2[CH:5]=[CH:4][CH:3]=1.O.NN.Cl>C(O)C>[CH3:1][C:2]1[C:12]2[CH:11]=[CH:10][C:9]3[CH:13]=[CH:14][CH:15]=[CH:16][C:8]=3[C:7](=[CH:17][CH2:18][CH2:19][N:20]([CH3:24])[CH3:21])[C:6]=2[CH:5]=[CH:4][CH:3]=1 |f:1.2|. Procedure details: 9.2 g. of 1-methyl-5-(3-phthalimidopropylidene)-5H-dibenzo [a,d]cycloheptene are dissolved in 100 ml. of ethanol, treated with 1.2 g. of hydrazine hydrate and heated for 6 hours under reflux conditions. An excess of concentrated hydrochloric acid is added, and the mixture is heated for an additional hour under reflux conditions. The reaction mixture is filtered warm. The solid residue is washed with warm ethanol, and the residual ethanol portions are evaporated to dryness. The residue is taken u... Starting materials: Cl.NCC1=CC=C(C(=O)OC)C=C1 (Methyl 4-(aminomethyl)benzoate hydrochloride), carbonyl, C1=CN(C=N1)C(=O)N2C=CN=C2 (CDI), CN(C)CCO (dimethylaminoethanol). Run in N1=CC=CC=C1 (pyridine), C(Cl)Cl (DCM). Conditions: time 15 hour. Product: CN(CCOC(=O)NCC1=CC=C(C(=O)OC)C=C1)C (Methyl 4-(((2-(dimethylamino)ethoxy)carbonylamino)methyl)benzoate). Isolated yield 100.0%. As a reaction SMILES: C1N=CN([C:6]([N:8]2C=N[CH:10]=[CH:9]2)=[O:7])C=1.[CH3:13][N:14]([CH2:16][CH2:17][OH:18])[CH3:15].Cl.NCC1[CH:31]=[CH:30][C:25]([C:26]([O:28][CH3:29])=[O:27])=[CH:24][CH:23]=1>N1C=CC=CC=1.C(Cl)Cl>[CH3:13][N:14]([CH3:15])[CH2:16][CH2:17][O:18][C:6]([NH:8][CH2:9][C:10]1[CH:31]=[CH:30][C:25]([C:26]([O:28][CH3:29])=[O:27])=[CH:24][CH:23]=1)=[O:7] |f:2.3|. Procedure details: A solution of carbonyl diimadzole (CDI) (609 mg, 3.76 mmol) in pyridine (5 mL) was treated with neat dimethylaminoethanol (400 μL, 3.98 mmol) and the mixture was stirred for 15 h at room temperature. Methyl 4-(aminomethyl)benzoate hydrochloride (217) (794 mg, 3.82 mmol) was then added and the reaction mixture was stirred for further 7 h, diluted with DCM, washed with saturated NaHCO3, dried over MgSO4, filtered and concentrated to produce title compound 218 as a white solid (1.16 g, >100% yield,... The reactants are CCOC(=O)CC(C)Nc1ccc(OC)c(OC)c1, CO, [Na+], [OH-], O. Yields the product COc1ccc(NC(C)CC(=O)O)cc1OC. Reaction SMILES: [CH3:1][O:2][c:3]1[cH:4][c:5]([NH:6][CH:7]([CH2:8][C:9](=[O:10])[O:11][CH2:12][CH3:13])[CH3:14])[cH:15][cH:16][c:17]1[O:18][CH3:19].[CH3:22][OH:23].[Na+:21].[OH-:20].[OH2:24]>>[CH3:1][O:2][c:3]1[cH:4][c:5]([NH:6][CH:7]([CH2:8][C:9](=[O:10])[OH:11])[CH3:14])[cH:15][cH:16][c:17]1[O:18][CH3:19]. Reactants: CC(=O)OCc1cc2c3ccccc3nc(=O)n2[nH]1, CO, Cl, [Na+], [OH-], O. Yields the product O=c1nc2ccccc2c2cc(CO)[nH]n12. RXN SMILES: [C:1](=[O:2])([CH3:3])[O:4][CH2:5][c:6]1[nH:7][n:8]2[c:9](=[O:19])[n:10][c:11]3[cH:12][cH:13][cH:14][cH:15][c:16]3[c:17]2[cH:18]1.[CH3:24][OH:25].[ClH:22].[Na+:21].[OH-:20].[OH2:23]>>[OH:4][CH2:5][c:6]1[nH:7][n:8]2[c:9](=[O:19])[n:10][c:11]3[cH:12][cH:13][cH:14][cH:15][c:16]3[c:17]2[cH:18]1. Starting materials: CCOC(=O)C1(N)N=C(c2ccccc2Cl)c2cc(CC)sc2-n2c(C3CCCCC3)nnc21, CCO, O. Product: CCc1cc2c(s1)-n1c(C3CCCCC3)nnc1C(N)N=C2c1ccccc1Cl. Reaction SMILES: [CH2:1]([O:2][C:3](=[O:4])[C:6]1([NH2:34])[c:7]2[n:8]([c:25]([CH:28]3[CH2:29][CH2:30][CH2:31][CH2:32][CH2:33]3)[n:26][n:27]2)-[c:9]2[c:10]([cH:20][c:21]([CH2:23][CH3:24])[s:22]2)[C:11]([c:13]2[c:14]([Cl:19])[cH:15][cH:16][cH:17][cH:18]2)=[N:12]1)[CH3:5].[CH3:35][CH2:36][OH:37].[OH2:38]>>[CH:6]1([NH2:34])[c:7]2[n:8]([c:25]([CH:28]3[CH2:29][CH2:30][CH2:31][CH2:32][CH2:33]3)[n:26][n:27]2)-[c:9]2[c:10]([cH:20][c:21]([CH2:23][CH3:24])[s:22]2)[C:11]([c:13]2[c:14]([Cl:19])[cH:15][cH:16][cH:17][cH:18]2)=[N:12]1. The reactants are [N+](=O)([O-])C=1C=C(CCl)C(=CC1)SC1=CC=CC=C1 (3-nitro-6-(phenylthio)-benzyl chloride), C(C)O (ethanol), O1CCOCC1 (dioxane), [C-]#N.[K+] (potassium cyanide). Run in O (water). Yields the product [N+](=O)([O-])C=1C=C(C(=CC1)SC1=CC=CC=C1)CC#N (3-nitro-6-(phenylthio)-phenylacetonitrile). RXN SMILES: [N+:1]([C:4]1[CH:5]=[C:6]([C:9]([S:12][C:13]2[CH:18]=[CH:17][CH:16]=[CH:15][CH:14]=2)=[CH:10][CH:11]=1)[CH2:7]Cl)([O-:3])=[O:2].C(O)C.O1CCOCC1.[C-:28]#[N:29].[K+]>O>[N+:1]([C:4]1[CH:5]=[C:6]([CH2:7][C:28]#[N:29])[C:9]([S:12][C:13]2[CH:18]=[CH:17][CH:16]=[CH:15][CH:14]=2)=[CH:10][CH:11]=1)([O-:3])=[O:2] |f:3.4|. Reported procedure: 230 g of 3-nitro-6-(phenylthio)-benzyl chloride, 540 ml of ethanol and 320 ml of dioxane are treated with a solution of 70.5 g of potassium cyanide in 150 ml of water. The mixture is heated to reflux for 3 hours and subsequently concentrated under reduced pressure. The residue is diluted with water and extracted with benzene. The organic phase is washed with water and evaporated under reduced pressure. There is obtained 3-nitro-6-(phenylthio)-phenylacetonitrile as a brown oil.